This data is from the Open Reaction Database (ORD), a public repository of structured organic reaction records. The task is: describe an organic reaction: reactants, conditions, products, and yield Reactants: CS(C)=O, O=C(O)c1ccccc1I(=O)=O, O, O=C(O)n1ccc2ccc(CO)cc21. The product is O=Cc1ccc2ccn(C(=O)O)c2c1. As a reaction SMILES: [CH3:28][S:29]([CH3:30])=[O:31].[I:15]([c:16]1[cH:17][cH:18][cH:19][cH:20][c:21]1[C:22]([OH:23])=[O:24])(=[O:25])=[O:26].[OH2:27].[OH:1][CH2:2][c:3]1[cH:4][cH:5][c:6]2[cH:7][cH:8][n:9]([C:12](=[O:13])[OH:14])[c:10]2[cH:11]1>>[O:1]=[CH:2][c:3]1[cH:4][cH:5][c:6]2[cH:7][cH:8][n:9]([C:12](=[O:13])[OH:14])[c:10]2[cH:11]1.